Dataset: the Open Reaction Database (ORD), a public repository of structured organic reaction records. Task: describe an organic reaction: reactants, conditions, products, and yield Yield: 40.9%. Reactants: CO (methanol), C=1(C(=CC=CC1)N=C=O)C (o-tolylisocyanate), NC[C@H](CN1CCC(CC1)OC1=CC(=C(C=C1)Cl)Cl)O ((2R)-1-amino-3-[4-(3,4-dichlorophenoxy)piperidin-1-yl]propan-2-ol). RXN SMILES: [C:1]1([CH3:10])[C:2]([N:7]=[C:8]=[O:9])=[CH:3][CH:4]=[CH:5][CH:6]=1.[NH2:11][CH2:12][C@@H:13]([OH:30])[CH2:14][N:15]1[CH2:20][CH2:19][CH:18]([O:21][C:22]2[CH:27]=[CH:26][C:25]([Cl:28])=[C:24]([Cl:29])[CH:23]=2)[CH2:17][CH2:16]1.CO>ClCCl>[Cl:29][C:24]1[CH:23]=[C:22]([CH:27]=[CH:26][C:25]=1[Cl:28])[O:21][CH:18]1[CH2:17][CH2:16][N:15]([CH2:14][C@H:13]([OH:30])[CH2:12][NH:11][C:8]([NH:7][C:2]2[CH:3]=[CH:4][CH:5]=[CH:6][C:1]=2[CH3:10])=[O:9])[CH2:20][CH2:19]1. Product: ClC=1C=C(OC2CCN(CC2)C[C@@H](CNC(=O)NC2=C(C=CC=C2)C)O)C=CC1Cl (1-{(R)-3-[4-(3,4-Dichlorophenoxy)piperidin-1-yl]-2-hydroxypropyl}-3-o-tolyl-urea). The solvent is ClCCl (dichloromethane), ClCCl (dichloromethane). Reported procedure: A solution of o-tolylisocyanate (64 ml, 0.51 mmol) in dichloromethane (1 ml) was added to a suspension of (2R)-1-amino-3-[4-(3,4-dichlorophenoxy)piperidin-1-yl]propan-2-ol (0.15 g, 0.47 mmol) in dichloromethane (3 ml) over a five minute period. After 1 h methanol (1 ml) was added and the solvents removed under vacuum. The residue was purified by reverse phase chromatography (C8 Symmetry column) to give the title compound (87 mg). Starting materials: CC(C)(C)OC(=O)NC(C(=O)O)C1CC1, N#CC1CNC1, CCN(C(C)C)C(C)C, ClCCl, Cl, Cl, F[B-](F)(F)F, O, CN(C)C(On1nnc2ccccc21)=[N+](C)C. The product is CC(C)(C)OC(=O)NC(C(=O)N1CC(C#N)C1)C1CC1. Reaction SMILES: [C:1]([CH3:2])([CH3:3])([CH3:4])[O:5][C:6](=[O:7])[NH:8][CH:9]([C:10](=[O:11])[OH:12])[CH:13]1[CH2:14][CH2:15]1.[C:39](#[N:40])[CH:41]1[CH2:42][NH:43][CH2:44]1.[CH:45]([N:46]([CH2:47][CH3:48])[CH:49]([CH3:50])[CH3:51])([CH3:52])[CH3:53].[Cl:55][CH2:56][Cl:57].[ClH:38].[ClH:54].[F:16][B-:17]([F:18])([F:19])[F:20].[OH2:58].[n:21]1([O:22][C:23]([N:24]([CH3:25])[CH3:26])=[N+:27]([CH3:28])[CH3:29])[c:30]2[cH:31][cH:32][cH:33][cH:34][c:35]2[n:36][n:37]1>>[C:1]([CH3:2])([CH3:3])([CH3:4])[O:5][C:6](=[O:7])[NH:8][CH:9]([C:10](=[O:12])[N:43]1[CH2:42][CH:41]([C:39]#[N:40])[CH2:44]1)[CH:13]1[CH2:14][CH2:15]1.